Dataset: the Open Reaction Database (ORD), a public repository of structured organic reaction records. Task: describe an organic reaction: reactants, conditions, products, and yield Starting materials: ClC1=CC=C(C=C1)C1=CC=C(C=C1)O (4-chloro-4′-hydroxybiphenyl), COC(C1=CC(=CC=C1)CBr)=O (3-(bromomethyl)benzoic acid methyl ester). The product is ClC1=CC=C(C=C1)C1=CC=C(C=C1)OCC=1C=C(C(=O)O)C=CC1 (3-(4′-Chloro-biphenyl-4-yloxymethyl)-benzoic acid). Reaction SMILES: [Cl:1][C:2]1[CH:7]=[CH:6][C:5]([C:8]2[CH:13]=[CH:12][C:11]([OH:14])=[CH:10][CH:9]=2)=[CH:4][CH:3]=1.C[O:16][C:17](=[O:26])[C:18]1[CH:23]=[CH:22][CH:21]=[C:20]([CH2:24]Br)[CH:19]=1>>[Cl:1][C:2]1[CH:3]=[CH:4][C:5]([C:8]2[CH:13]=[CH:12][C:11]([O:14][CH2:24][C:20]3[CH:19]=[C:18]([CH:23]=[CH:22][CH:21]=3)[C:17]([OH:26])=[O:16])=[CH:10][CH:9]=2)=[CH:6][CH:7]=1. Procedure details: 3-(4′-Chloro-biphenyl-4-yloxymethyl)-benzoic acid was prepared using general procedure A from 4-chloro-4′-hydroxybiphenyl (available from TCI America, Portland, Oreg.) and 3-(bromomethyl)benzoic acid methyl ester (available from Lancaster Synthesis Ltd., Morcambe, Lancashire, UK). Yield: 80 mg. Mass spectrum (ES) MH+=339. Reactants: BrCc1ccccc1, CC(C)(C)[O-], Clc1ccc2[nH]ccc2c1, [K+], C1COCCOCCOCCOCCOCCO1, O. The product is Clc1ccc2c(ccn2Cc2ccccc2)c1. Reaction SMILES: [Br:35][CH2:36][c:37]1[cH:38][cH:39][cH:40][cH:41][cH:42]1.[CH3:19][C:20]([CH3:21])([O-:22])[CH3:23].[Cl:25][c:26]1[cH:27][c:28]2[cH:29][cH:30][nH:31][c:32]2[cH:33][cH:34]1.[K+:24].[O:1]1[CH2:2][CH2:3][O:4][CH2:5][CH2:6][O:7][CH2:8][CH2:9][O:10][CH2:11][CH2:12][O:13][CH2:14][CH2:15][O:16][CH2:17][CH2:18]1.[OH2:43]>>[Cl:25][c:26]1[cH:27][c:28]2[cH:29][cH:30][n:31]([CH2:36][c:37]3[cH:38][cH:39][cH:40][cH:41][cH:42]3)[c:32]2[cH:33][cH:34]1. The reactants are C(C)OC(CNC1=C(C=C(C(=C1)F)OC1=CC=C(C=C1)C(=O)OCC)[N+](=O)[O-])=O (N-[4-(4-ethoxycarbonylphenoxy)-5-fluoro-2-nitrophenyl]glycine ethyl ester), N1C=NC=C1 (imidazole). Run in CN(C)C=O (DMF). Run at temperature 70 celsius. Product: C(C)OC(CNC1=C(C=C(C(=C1)N1C=NC=C1)OC1=CC=C(C=C1)C(=O)OCC)[N+](=O)[O-])=O (N-[4-(4-ethoxycarbonylphenoxy)-5-(1H-imidazol-1-yl)-2-nitrophenyl]glycine ethyl ester). Isolated yield 74.7%. Reaction SMILES: [CH2:1]([O:3][C:4](=[O:29])[CH2:5][NH:6][C:7]1[CH:12]=[C:11](F)[C:10]([O:14][C:15]2[CH:20]=[CH:19][C:18]([C:21]([O:23][CH2:24][CH3:25])=[O:22])=[CH:17][CH:16]=2)=[CH:9][C:8]=1[N+:26]([O-:28])=[O:27])[CH3:2].[NH:30]1[CH:34]=[CH:33][N:32]=[CH:31]1>CN(C=O)C>[CH2:1]([O:3][C:4](=[O:29])[CH2:5][NH:6][C:7]1[CH:12]=[C:11]([N:30]2[CH:34]=[CH:33][N:32]=[CH:31]2)[C:10]([O:14][C:15]2[CH:20]=[CH:19][C:18]([C:21]([O:23][CH2:24][CH3:25])=[O:22])=[CH:17][CH:16]=2)=[CH:9][C:8]=1[N+:26]([O-:28])=[O:27])[CH3:2]. Reported procedure: A mixture of 1.78 g (4.39 mmol) of N-[4-(4-ethoxycarbonylphenoxy)-5-fluoro-2-nitrophenyl]glycine ethyl ester, 896 mg of imidazole and 20 ml of DMF was stirred with heating on an oil bath of 70° C. for 12 hours. After cooling, the reaction mixture was concentrated under reduced pressure. The resulting residue was dissolved in ethyl acetate. The resulting solution was washed successively with water and brine, dried over anhydrous sodium sulfate and then, concentrated under reduced pressure. The re... Reactants: CC(=O)O (HOAc), FC1=CC=C(C=C1)C=1N(C=2C(=NC(=CC2)Cl)N1)C1=NC(=NC=C1)NC1CCCC1 (2-(4-Fluorophenyl)-1-(2-cyclopentylamino-4-pyrimidinyl)-5-(chloro)imidazo[4,5-b]pyridine), CC(C)(C)[O-].[Na+] (NaOtBu), R-(+)-BINAP, C(C1=CC=CC=C1)N (benzylamine). The reagents and catalysts are C=1C=CC(=CC1)/C=C/C(=O)/C=C/C2=CC=CC=C2.C=1C=CC(=CC1)/C=C/C(=O)/C=C/C2=CC=CC=C2.C=1C=CC(=CC1)/C=C/C(=O)/C=C/C2=CC=CC=C2.[Pd].[Pd] (Pd2(dba)3). The solvent is C=1(C(=CC=CC1)C)C (xylene). Conditions: temperature 160 celsius. Product: FC1=CC=C(C=C1)C=1N(C=2C(=NC(=CC2)NCC2=CC=CC=C2)N1)C1=NC(=NC=C1)NC1CCCC1 (2-(4-Fluorophenyl)-1-(2-cyclopentylamino-4-pyrimidinyl)-5-(benzylamino)imidazo[4,5-b]pyridine). Isolated yield 41.7%. As a reaction SMILES: [F:1][C:2]1[CH:7]=[CH:6][C:5]([C:8]2[N:9]([C:18]3[CH:23]=[CH:22][N:21]=[C:20]([NH:24][CH:25]4[CH2:29][CH2:28][CH2:27][CH2:26]4)[N:19]=3)[C:10]3[C:11]([N:17]=2)=[N:12][C:13](Cl)=[CH:14][CH:15]=3)=[CH:4][CH:3]=1.[CH2:30]([NH2:37])[C:31]1[CH:36]=[CH:35][CH:34]=[CH:33][CH:32]=1.CC([O-])(C)C.[Na+].CC(O)=O>C1(C)C(C)=CC=CC=1.C1C=CC(/C=C/C(/C=C/C2C=CC=CC=2)=O)=CC=1.C1C=CC(/C=C/C(/C=C/C2C=CC=CC=2)=O)=CC=1.C1C=CC(/C=C/C(/C=C/C2C=CC=CC=2)=O)=CC=1.[Pd].[Pd]>[F:1][C:2]1[CH:7]=[CH:6][C:5]([C:8]2[N:9]([C:18]3[CH:23]=[CH:22][N:21]=[C:20]([NH:24][CH:25]4[CH2:29][CH2:28][CH2:27][CH2:26]4)[N:19]=3)[C:10]3[C:11]([N:17]=2)=[N:12][C:13]([NH:37][CH2:30][C:31]2[CH:36]=[CH:35][CH:34]=[CH:33][CH:32]=2)=[CH:14][CH:15]=3)=[CH:4][CH:3]=1 |f:2.3,6.7.8.9.10|. Procedure details: 2-(4-Fluorophenyl)-1-(2-cyclopentylamino-4-pyrimidinyl)-5-(chloro)imidazo[4,5-b]pyridine (100 mg; 0.25 mmol), R-(+)-BINAP (10 mg; 0.016 mmol), Pd2(dba)3 (22 mg; 0.024 mmol) are suspended in xylene (16 ml), benzylamine (0.53 ml; 4.9 mmol) is added, followed by NaOtBu (47 mg; 0.49 mmol) and heated to 160° C. for 10 min. under argon. The reaction mixture is poured on water (100 ml) containing HOAc (2 ml) and extracted with TBME three times. The combined organic phases are washed with 2N Na2CO3, dri... Starting materials: CO, C=Cc1ccc(-c2cc(C(N)=O)c(NC(N)=O)[nH]2)cc1. Product: CCc1ccc(-c2cc(C(N)=O)c(NC(N)=O)[nH]2)cc1. Reaction SMILES: [CH3:21][OH:22].[NH2:1][C:2](=[O:3])[NH:4][c:5]1[nH:6][c:7](-[c:13]2[cH:14][cH:15][c:16]([CH:19]=[CH2:20])[cH:17][cH:18]2)[cH:8][c:9]1[C:10](=[O:11])[NH2:12]>>[NH2:1][C:2](=[O:3])[NH:4][c:5]1[nH:6][c:7](-[c:13]2[cH:14][cH:15][c:16]([CH2:19][CH3:20])[cH:17][cH:18]2)[cH:8][c:9]1[C:10](=[O:11])[NH2:12]. Reactants: S(O)(O)(=O)=O (sulfuric acid), C[Si](Cl)(C1=CC=C(C=C1)OCC)C (dimethyl-(4-ethoxyphenyl)-chlorosilane), [H-].[Al+3].[Li+].[H-].[H-].[H-] (lithium aluminum hydride). The solvent is C(C)OCC (diethyl ether), C(C)OCC (diethyl ether). Conditions: temperature 20 celsius, time 1 hour. Yields the product C[SiH](C1=CC=C(C=C1)OCC)C (dimethyl-(4-ethoxyphenyl)-silane). Yield: 67.7%. Reaction SMILES: [CH3:1][Si:2]([CH3:13])([C:4]1[CH:9]=[CH:8][C:7]([O:10][CH2:11][CH3:12])=[CH:6][CH:5]=1)Cl.[H-].[Al+3].[Li+].[H-].[H-].[H-].S(=O)(=O)(O)O>C(OCC)C>[CH3:1][SiH:2]([CH3:13])[C:4]1[CH:9]=[CH:8][C:7]([O:10][CH2:11][CH3:12])=[CH:6][CH:5]=1 |f:1.2.3.4.5.6|. Procedure: A solution of 51 g of dimethyl-(4-ethoxyphenyl)-chlorosilane in 100 ml of absolute diethyl ether is added dropwise to a suspension of 2.55 g of lithium aluminum hydride in 30 ml of absolute diethyl ether under nitrogen at 15°-20° C. Stirring is carried out for 1 hour at 20° C., followed by refluxing for 1 hour. The reaction solution is cooled to 20° C. and poured into 200 ml of 2N sulfuric acid. The phases are separated and, after the aqueous phase has been washed several times with diethyl ethe...